Task: describe an organic reaction: reactants, conditions, products, and yield. Dataset: the Open Reaction Database (ORD), a public repository of structured organic reaction records Reactants: ClC1=C(C=CC=C1Cl)CC=O (2,3-dichlorobenzeneacetaldehyde), N[C@H](CO)C ((S)-2-amino-1-propanol), Cl (hydrogen chloride), [OH-].[Na+] (sodium hydroxide), C(#N)[BH3-].[Na+] (sodium cyanoborohydride), Cl (hydrogen chloride). Run in CO (MeOH). Conditions: time 2.5 hour. Product: Cl.ClC1=C(C=CC=C1Cl)CCN[C@H](CO)C ((S)-2-[[2-(2,3-Dichlorophenyl)ethyl]amino]-1-propanol Hydrogenchloride). Isolated yield 48.4%. RXN SMILES: [Cl:1][C:2]1[C:7]([Cl:8])=[CH:6][CH:5]=[CH:4][C:3]=1[CH2:9][CH:10]=O.[NH2:12][C@@H:13]([CH3:16])[CH2:14][OH:15].C([BH3-])#N.[Na+].Cl.[OH-].[Na+]>CO>[ClH:1].[Cl:1][C:2]1[C:7]([Cl:8])=[CH:6][CH:5]=[CH:4][C:3]=1[CH2:9][CH2:10][NH:12][C@@H:13]([CH3:16])[CH2:14][OH:15] |f:2.3,5.6,8.9|. Reported procedure: To a solution of 13.0 g (0.074 mole) of crude 2,3-dichlorobenzeneacetaldehyde in 50 ml of MeOH was added 5.7 ml (0.074 mole) of (S)-2-amino-1-propanol. The reaction was placed under an atmosphere of argon and 3.6 g (0.058 mole) of sodium cyanoborohydride was added. After stirring for 2.5 hr, the reaction was made acidic by adding ethereal hydrogen chloride. After stirring of 30 min enough 3N sodium hydroxide was added to make the reaction basic. The reaction mixture was extracted with ether and ... Reactants: CCCC[N+](CCCC)(CCCC)CCCC.[F-] (TBAF), solution, BrC1=CC=C(C2=CC(=CC=C12)O[Si](C)(C)C(C)(C)C)N1C([C@@H](CC1)NC(=O)OC(C)(C)C)=O ((R)-1-[4-bromo-7-(tert-butyldimethylsilyloxy) naphthalen-1-yl]-3-(tert-butoxycarbonylamino)-2-oxopyrrolidine), C(=O)(O)[O-].[Na+] (NaHCO3), C(Cl)Cl (CH2Cl2). The solvent is C1CCOC1 (THF), C1CCOC1 (THF). Run at time 30 minute. Product: BrC1=CC=C(C2=CC(=CC=C12)O)N1C([C@@H](CC1)NC(=O)OC(C)(C)C)=O ((R)-1-[4-Bromo-7-hydroxynaphthalen-1-yl]-3-(tert-butoxycarbonylamino)-2-oxopyrrolidine). Reaction SMILES: [Br:1][C:2]1[C:11]2[C:6](=[CH:7][C:8]([O:12][Si](C(C)(C)C)(C)C)=[CH:9][CH:10]=2)[C:5]([N:20]2[CH2:24][CH2:23][C@@H:22]([NH:25][C:26]([O:28][C:29]([CH3:32])([CH3:31])[CH3:30])=[O:27])[C:21]2=[O:33])=[CH:4][CH:3]=1.CCCC[N+](CCCC)(CCCC)CCCC.[F-].C([O-])(O)=O.[Na+].C(Cl)Cl>C1COCC1>[Br:1][C:2]1[C:11]2[C:6](=[CH:7][C:8]([OH:12])=[CH:9][CH:10]=2)[C:5]([N:20]2[CH2:24][CH2:23][C@@H:22]([NH:25][C:26]([O:28][C:29]([CH3:31])([CH3:30])[CH3:32])=[O:27])[C:21]2=[O:33])=[CH:4][CH:3]=1 |f:1.2,3.4|. Procedure details: To a stirred solution of (R)-1-[4-bromo-7-(tert-butyldimethylsilyloxy) naphthalen-1-yl]-3-(tert-butoxycarbonylamino)-2-oxopyrrolidine, as described above in Step H, (470 mg, 0.88 mmol) in THF (4 mL) was added TBAF (1.0 mL of a 1 M solution in THF, 1 mmol), dropwise. The mixture was stirred at ambient temperature for 30 min, then poured into saturated aqueous NaHCO3 (10 mL) and CH2Cl2 (25 mL). The aqueous layer was extracted further with CH2Cl2 (2×25 mL). The combined organic extracts were dried ... Reactants: C1(CC1)N(C(C1=CC=C(C=C1)C1=CN=CO1)=O)C1CCNCC1 (N-cyclopropyl-4-oxazol-5-yl-N-piperidin-4-yl-benzamide), ClC1=NC=CC=N1 (2-chloro-pyrimidine). Product: C1(CC1)N(C(C1=CC=C(C=C1)C1=CN=CO1)=O)C1CCN(CC1)C1=NC=CC=N1 (N-Cyclopropyl-4-oxazol-5-yl-N-(1-pyrimidin-2-yl-piperidin-4-yl)-benzamide). RXN SMILES: [CH:1]1([N:4]([CH:18]2[CH2:23][CH2:22][NH:21][CH2:20][CH2:19]2)[C:5](=[O:17])[C:6]2[CH:11]=[CH:10][C:9]([C:12]3[O:16][CH:15]=[N:14][CH:13]=3)=[CH:8][CH:7]=2)[CH2:3][CH2:2]1.Cl[C:25]1[N:30]=[CH:29][CH:28]=[CH:27][N:26]=1>>[CH:1]1([N:4]([CH:18]2[CH2:23][CH2:22][N:21]([C:25]3[N:30]=[CH:29][CH:28]=[CH:27][N:26]=3)[CH2:20][CH2:19]2)[C:5](=[O:17])[C:6]2[CH:7]=[CH:8][C:9]([C:12]3[O:16][CH:15]=[N:14][CH:13]=3)=[CH:10][CH:11]=2)[CH2:3][CH2:2]1. Procedure details: The title compound is prepared from N-cyclopropyl-4-oxazol-5-yl-N-piperidin-4-yl-benzamide and 2-chloro-pyrimidine following a procedure analogous to that described in Example 19. LC (method 5): tR=1.89 min; Mass spectrum (ESI+): m/z=390 [M+H]+. Reactants: COC(=O)COc1ccc(F)c2nc(C)c(Cc3ccc(Cl)cc3)c(OC(F)F)c12, CO, Cl, [Li+], C1CCOC1, [OH-], O. Yields the product Cc1nc2c(F)ccc(OCC(=O)O)c2c(OC(F)F)c1Cc1ccc(Cl)cc1. Reaction SMILES: [CH3:1][O:2][C:3]([CH2:4][O:5][c:6]1[c:7]2[c:8]([O:26][CH:27]([F:28])[F:29])[c:9]([CH2:18][c:19]3[cH:20][cH:21][c:22]([Cl:25])[cH:23][cH:24]3)[c:10]([CH3:17])[n:11][c:12]2[c:13]([F:16])[cH:14][cH:15]1)=[O:30].[CH3:31][OH:32].[ClH:35].[Li+:33].[O:36]1[CH2:37][CH2:38][CH2:39][CH2:40]1.[OH-:34].[OH2:41]>>[O:2]=[C:3]([CH2:4][O:5][c:6]1[c:7]2[c:8]([O:26][CH:27]([F:28])[F:29])[c:9]([CH2:18][c:19]3[cH:20][cH:21][c:22]([Cl:25])[cH:23][cH:24]3)[c:10]([CH3:17])[n:11][c:12]2[c:13]([F:16])[cH:14][cH:15]1)[OH:30]. Starting materials: C1CCOC1, C[Si](C)(C)C(F)(F)F, Cc1cccc(C=NS(=O)C(C)(C)C)n1. The product is Cc1cccc(C(NS(=O)C(C)(C)C)C(F)(F)F)n1. As a reaction SMILES: [CH2:24]1[O:25][CH2:26][CH2:27][CH2:28]1.[CH3:16][Si:17]([C:18]([F:19])([F:20])[F:21])([CH3:22])[CH3:23].[CH3:1][C:2]([CH3:3])([CH3:4])[S:5](=[O:6])[N:7]=[CH:8][c:9]1[n:10][c:11]([CH3:15])[cH:12][cH:13][cH:14]1>>[CH3:1][C:2]([CH3:3])([CH3:4])[S:5](=[O:6])[NH:7][CH:8]([c:9]1[n:10][c:11]([CH3:15])[cH:12][cH:13][cH:14]1)[C:18]([F:19])([F:20])[F:21]. Reactants: ClC(CC1=CC=C(C=O)C=C1)=C (4(2-chloroallyl)benzaldehyde), [H-].[Al+3].[Li+].[H-].[H-].[H-] (lithium aluminum hydride). Run in CCOCC (ether), CCOCC (ether). Reaction conditions: time 1 hour. Product: ClC(CC1=CC=C(CO)C=C1)=C (4(2-chloroallyl)benzyl alcohol). Reaction SMILES: [Cl:1][C:2](=[CH2:12])[CH2:3][C:4]1[CH:11]=[CH:10][C:7]([CH:8]=[O:9])=[CH:6][CH:5]=1.[H-].[Al+3].[Li+].[H-].[H-].[H-]>CCOCC>[Cl:1][C:2](=[CH2:12])[CH2:3][C:4]1[CH:11]=[CH:10][C:7]([CH2:8][OH:9])=[CH:6][CH:5]=1 |f:1.2.3.4.5.6|. Procedure: The aldehyde (0.25 g) of Example 1 in ether (5 ml) is added to lithium aluminum hydride (0.03 g) in ether (5 ml), and the mixture stirred at 20° for 1 hour. After successive dropwise additions of water (30 μl), 15% NaOH (30 μl) and water (90 μl), the resulting clear ether layer (+ washings) is evaporated to a residue of 4(2-chloroallyl)benzyl alcohol yield 0.22 g (86%) nD20 1.5504. The reactants are C(C)N(CCCCOC1=CC=C(C#N)C=C1)CC (4-[4-(diethylamino)butoxy]benzonitrile), [H-].[Al+3].[Li+].[H-].[H-].[H-] (lithium aluminium hydride). Product: C(C)N(CCCCOC1=CC=C(CN)C=C1)CC (4-[4-(Diethylamino)butoxy]benzylamine). As a reaction SMILES: [CH2:1]([N:3]([CH2:17][CH3:18])[CH2:4][CH2:5][CH2:6][CH2:7][O:8][C:9]1[CH:16]=[CH:15][C:12]([C:13]#[N:14])=[CH:11][CH:10]=1)[CH3:2].[H-].[Al+3].[Li+].[H-].[H-].[H-]>>[CH2:17]([N:3]([CH2:1][CH3:2])[CH2:4][CH2:5][CH2:6][CH2:7][O:8][C:9]1[CH:16]=[CH:15][C:12]([CH2:13][NH2:14])=[CH:11][CH:10]=1)[CH3:18] |f:1.2.3.4.5.6|. Procedure: According to a similar manner as that in Reference Example 78, 4-[4-(diethylamino)butoxy]benzonitrile obtained above was reduced by lithium aluminium hydride to give the title compound (quantitative). This compound was used in the subsequent reaction without further purification.